This data is from the Open Reaction Database (ORD), a public repository of structured organic reaction records. The task is: describe an organic reaction: reactants, conditions, products, and yield Reactants: C(C)(C)(C)C1=C(N=C(S1)N)C (5-tert-butyl-4-methylthiazole-2-ylamine), COCCBr (2-bromoethyl methyl ether). Run at temperature 85 celsius, time 24 hour. The product is [NH4+].[OH-] (NH4OH), C(C)(C)(C)C1=C(N(C(S1)=N)CCOC)C (5-tert-butyl-3-(2-methoxyethyl)-4-methylthiazol-2(3H)imine), N (NH3). As a reaction SMILES: [C:1]([C:5]1[S:9][C:8]([NH2:10])=[N:7][C:6]=1[CH3:11])([CH3:4])([CH3:3])[CH3:2].[CH3:12][O:13][CH2:14][CH2:15]Br>>[NH4+:7].[OH-:13].[C:1]([C:5]1[S:9][C:8](=[NH:10])[N:7]([CH2:15][CH2:14][O:13][CH3:12])[C:6]=1[CH3:11])([CH3:4])([CH3:3])[CH3:2].[NH3:7] |f:2.3|. Reported procedure: A mixture of 5-tert-butyl-4-methylthiazole-2-ylamine (Matrix, 1.5 g, 8.8 mmol) and 2-bromoethyl methyl ether (0.91 mL, 9.7 mmol) was warmed to 85° C. and allowed to stir for 24 hours. The mixture was cooled to ambient temperature and material was purified via flash column chromatography (SiO2, 10% methanol in ethyl acetate then 9.1:0.1 CH2Cl2:methanol:NH4OH) to afford the title compound, MS (DCI/NH3) m/z 229 (M+H)+. Reactants: COC(C1=C(C=C(C(=C1)F)C(F)(F)F)[N+](=O)[O-])=O (5-fluoro-2-nitro-4-trifluoromethyl-benzoic acid methyl ester), COC(=O)C=1N=CNC1 (1H-imidazole-4-carboxylic acid methyl ester). Solvent: O1CCCC1 (tetrahydrofuran), CS(=O)C (DMSO). The product is COC(=O)C=1N=CN(C1)C1=C(C=C(C(=C1)C(=O)OC)[N+](=O)[O-])C(F)(F)F (1-(5-methoxycarbonyl-4-nitro-2-trifluoromethyl-phenyl) -1H-imidazole-4-carboxylic acid methyl ester). The yield is 80.2%. Reaction SMILES: [CH3:1][O:2][C:3](=[O:18])[C:4]1[CH:9]=[C:8](F)[C:7]([C:11]([F:14])([F:13])[F:12])=[CH:6][C:5]=1[N+:15]([O-:17])=[O:16].[CH3:19][O:20][C:21]([C:23]1[N:24]=[CH:25][NH:26][CH:27]=1)=[O:22]>O1CCCC1.CS(C)=O>[CH3:19][O:20][C:21]([C:23]1[N:24]=[CH:25][N:26]([C:8]2[CH:9]=[C:4]([C:3]([O:2][CH3:1])=[O:18])[C:5]([N+:15]([O-:17])=[O:16])=[CH:6][C:7]=2[C:11]([F:14])([F:13])[F:12])[CH:27]=1)=[O:22]. Procedure: A solution of 5-fluoro-2-nitro-4-trifluoromethyl-benzoic acid methyl ester (1 g, 3.74 mmol) and 1H-imidazole-4-carboxylic acid methyl ester (0.53 g, 4.12 mmol) in 10 ml of tetrahydrofuran and 2 ml of DMSO is heated to reflux for 90 hours. The solution is allowed to 5 cool to room temperature and evaporated. The residue is crystallized from dichloromethane and hexane to give 1.12 g (3 mmol, 80%) of 1-(5-methoxycarbonyl-4-nitro-2-trifluoromethyl-phenyl) -1H-imidazole-4-carboxylic acid methyl ester... Starting materials: [BH4-].[Na+] (sodium borohydride), ice, BrC=1C=CC(=C(C1)C(CCl)=O)NC[C@H]1N(CCC1)C ((S)-1-(5-Bromo-2-((1-methylpyrrolidin-2-yl)methylamino)phenyl)-2-chloroethanone), [OH-].[Na+] (sodium hydroxide). The solvent is C(C)O (ethanol). Conditions: time 45 minute. The product is BrC=1C=C2C=CN(C2=CC1)C[C@H]1N(CCC1)C ((S)-5-Bromo-1-((1-methylpyrrolidin-2-yl)methyl)-1H-indole). Yield: 35.7%. RXN SMILES: [Br:1][C:2]1[CH:3]=[CH:4][C:5]([NH:12][CH2:13][C@@H:14]2[CH2:18][CH2:17][CH2:16][N:15]2[CH3:19])=[C:6]([C:8](=O)[CH2:9]Cl)[CH:7]=1.[OH-].[Na+].[BH4-].[Na+]>C(O)C>[Br:1][C:2]1[CH:7]=[C:6]2[C:5](=[CH:4][CH:3]=1)[N:12]([CH2:13][C@@H:14]1[CH2:18][CH2:17][CH2:16][N:15]1[CH3:19])[CH:9]=[CH:8]2 |f:1.2,3.4|. Reported procedure: To an ice cold solution of compound 101 (402 mg, 1.052 mmol) in 95% ethanol (20 mL) was added 1M sodium hydroxide (1.052 mL, 1.052 mmol) followed by sodium borohydride (19.9 mg, 0.526 mmol) and the mixture stirred under ice cooling for 45 minutes. The reaction was quenched with ice cold H2O (5 mL), diluted with dichloromethane, transferred to a separatory funnel and the organic layer separated. The aqueous layer was further extracted with dichloromethane (twice) and the combined organic layers w... Procedure: Butyl 1-(dimethylamino)-6-iodo-4-oxo-1,4-dihydro-3-quinolinecarboxylate (0.50 g) from Preparation No. 58 and 4-chlorobenzylamine (0.29 mL) are heated to 170° C. for 7 hours. The reaction is cooled to rt, and the crude solid is recrystallized in acetic acid yielding 0.54 g of the amide. The resulting amide (0.25 g), copper (I) iodide (30 mg), and bis(triphenylphosphine)palladium (II) chloride (18 mg) are suspended in diethylamine (8 mL). Propargyl alcohol (36 μL) is added and the mixture is allow... Run at time 16 hour. As a reaction SMILES: [CH3:1][N:2]([CH3:22])[N:3]1[C:12]2[C:7](=[CH:8][C:9](I)=[CH:10][CH:11]=2)[C:6](=[O:14])[C:5]([C:15]([O:17]CCCC)=O)=[CH:4]1.[Cl:23][C:24]1[CH:31]=[CH:30][C:27]([CH2:28][NH2:29])=[CH:26][CH:25]=1>>[Cl:23][C:24]1[CH:31]=[CH:30][C:27]([CH2:28][NH:29][C:15]([C:5]2[C:6](=[O:14])[C:7]3[C:12](=[CH:11][CH:10]=[C:9]([C:4]#[C:5][CH2:6][OH:14])[CH:8]=3)[N:3]([N:2]([CH3:1])[CH3:22])[CH:4]=2)=[O:17])=[CH:26][CH:25]=1. Reactants: CN(N1C=C(C(C2=CC(=CC=C12)I)=O)C(=O)OCCCC)C (Butyl 1-(dimethylamino)-6-iodo-4-oxo-1,4-dihydro-3-quinolinecarboxylate), ClC1=CC=C(CN)C=C1 (4-chlorobenzylamine). Yields the product ClC1=CC=C(CNC(=O)C2=CN(C3=CC=C(C=C3C2=O)C#CCO)N(C)C)C=C1 (N-(4-Chlorobenzyl)-1-(dimethylamino)-6-(3-hydroxy-1-propynyl)-4-oxo-1,4-dihydro-3-quinolinecarboxamide). The reactants are NC1=C(C(=O)OCC)C=CC=C1 (ethyl 2-aminobenzoate), ClC1=C(C=NC=C1)[N+](=O)[O-] (4-chloro-3-nitropyridine). The solvent is C(C)O (ethanol). Yields the product Cl.[N+](=O)([O-])C=1C=NC=CC1NC1=C(C(=O)OCC)C=CC=C1 (ethyl 2-(3-nitro-4-pyridylamino)benzoate hydrochloride). Reaction SMILES: [NH2:1][C:2]1[CH:12]=[CH:11][CH:10]=[CH:9][C:3]=1[C:4]([O:6][CH2:7][CH3:8])=[O:5].[Cl:13][C:14]1[CH:19]=[CH:18][N:17]=[CH:16][C:15]=1[N+:20]([O-:22])=[O:21]>C(O)C>[ClH:13].[N+:20]([C:15]1[CH:16]=[N:17][CH:18]=[CH:19][C:14]=1[NH:1][C:2]1[CH:12]=[CH:11][CH:10]=[CH:9][C:3]=1[C:4]([O:6][CH2:7][CH3:8])=[O:5])([O-:22])=[O:21] |f:3.4|. Procedure details: A solution of ethyl 2-aminobenzoate (3.17 g, 20 mmol) and 4-chloro-3-nitropyridine (2.8 ml) in ethanol (150 ml) was stirred at room temperature for 60 hours. The resulting precipitate was collected, washed with ethanol and dried to give ethyl 2-(3-nitro-4-pyridylamino)benzoate hydrochloride (3.9 g) as a yellow crystalline solid, m.p. 192°-205° C. Starting materials: C(C)(=O)O (acetic acid), C(C)(C)(C)OC(=O)N1C(N(C(=C1C#N)C1=CN(C2=CC=CC=C12)C)C1=CN(C2=CC=CC=C12)C(=O)OCC(Cl)(Cl)Cl)=O (3-(tert-Butoxycarbonyl)-4-cyano-5-(1-methyl-3-indolyl)-1-[1-(2,2,2-trichloroethoxycarbonyl)-3-indolyl]-2,3-dihydroimidazol-2-one), O (Water), C(C)(=O)OCC (ethyl acetate). Solvent: CN(C)C=O (DMF). Reaction conditions: time 30 minute. Procedure details: To a suspension of 0.26 g (0.41 mmol) of the product from step b) in 5 ml of DMF was added 0.27 g (4.1 mmol) zinc powder, 0.028 g (0.12 mmol) of cadmium chloride and 5 ml of acetic acid. The mixture was sonicated for 2 minutes and stirred at room temperature for 30 minutes. Water and ethyl acetate were added, the phases were separated and the organic phase washed with saturated NaHCO3(aq), dried over Na2SO4 and evaporated. The residue was purified by chromatography on SiO2 (toluene:ethyl acetate... The reagents and catalysts are [Zn] (zinc), [Cl-].[Cd+2].[Cl-] (cadmium chloride). Product: C(C)(C)(C)OC(=O)N1C(N(C(=C1C#N)C1=CN(C2=CC=CC=C12)C)C1=CNC2=CC=CC=C12)=O (3-(tert-Butoxycarbonyl)-4-cyano-5-(1-methyl-3-indolyl)-1-(3-indolyl)-2,3-dihydroimidazol-2-one). Reaction SMILES: [C:1]([O:5][C:6]([N:8]1[C:12]([C:13]#[N:14])=[C:11]([C:15]2[C:23]3[C:18](=[CH:19][CH:20]=[CH:21][CH:22]=3)[N:17]([CH3:24])[CH:16]=2)[N:10]([C:25]2[C:33]3[C:28](=[CH:29][CH:30]=[CH:31][CH:32]=3)[N:27](C(OCC(Cl)(Cl)Cl)=O)[CH:26]=2)[C:9]1=[O:42])=[O:7])([CH3:4])([CH3:3])[CH3:2].C(O)(=O)C.O.C(OCC)(=O)C>CN(C=O)C.[Zn].[Cl-].[Cd+2].[Cl-]>[C:1]([O:5][C:6]([N:8]1[C:12]([C:13]#[N:14])=[C:11]([C:15]2[C:23]3[C:18](=[CH:19][CH:20]=[CH:21][CH:22]=3)[N:17]([CH3:24])[CH:16]=2)[N:10]([C:25]2[C:33]3[C:28](=[CH:29][CH:30]=[CH:31][CH:32]=3)[NH:27][CH:26]=2)[C:9]1=[O:42])=[O:7])([CH3:4])([CH3:2])[CH3:3] |f:6.7.8|.